Dataset: the Open Reaction Database (ORD), a public repository of structured organic reaction records. Task: describe an organic reaction: reactants, conditions, products, and yield Starting materials: [Cl-].[Al+3].[Cl-].[Cl-] (aluminum chloride), CN1C(=CC=C1)CC#N (1-methylpyrrole-2-acetonitrile), ClC(C)Cl (dichloroethane), ClC(C)Cl (dichloroethane), ClC1=C(C(=O)Cl)C=CC=C1 (o-chlorobenzoyl chloride), Cl (hydrochloric acid). Product: ClC1=C(C(=O)C2=CC=C(N2C)CC#N)C=CC=C1 (5-(o-Chlorobenzoyl)-1-methylpyrrole-2-acetonitrile). Reaction SMILES: [Cl-].[Al+3].[Cl-].[Cl-].ClC(Cl)C.[Cl:9][C:10]1[CH:18]=[CH:17][CH:16]=[CH:15][C:11]=1[C:12](Cl)=[O:13].[CH3:19][N:20]1[CH:24]=[CH:23][CH:22]=[C:21]1[CH2:25][C:26]#[N:27].Cl>>[Cl:9][C:10]1[CH:18]=[CH:17][CH:16]=[CH:15][C:11]=1[C:12]([C:24]1[N:20]([CH3:19])[C:21]([CH2:25][C:26]#[N:27])=[CH:22][CH:23]=1)=[O:13] |f:0.1.2.3|. Procedure: To a cooled suspension of 14 g. (0.105 mole) aluminum chloride in 45 ml. dichloroethane is added dropwise, 18.5 g. (0.105 mole) o-chlorobenzoyl chloride. The resulting solution is added dropwise to a cooled (0° C.) solution of 1-methylpyrrole-2-acetonitrile in 45 ml. dichloroethane keeping the temperature at approximately 10° C. The mixture is stirred at room temperature for about twenty minutes, and then refluxed for three minutes. It is poured into ice acidified with 3N hydrochloric acid, and ... The reactants are C(#N)C(=CC(=CN(C)C)C)C(=O)OC (1-Cyano-4-(N,N-dimethylamino)-1-methoxycarbonyl-3-methyl-1,3-butadiene), Cl (hydrogen chloride). Solvent: ClCCCl (1,2-dichloroethane). Run at temperature 50 celsius. The product is COC(C1=C(N=CC(=C1)C)Cl)=O (2-chloro-5-methylnicotinic acid methyl ester). RXN SMILES: C([C:3]([C:11]([O:13][CH3:14])=[O:12])=[CH:4][C:5]([CH3:10])=[CH:6][N:7](C)[CH3:8])#N.[ClH:15]>ClCCCl>[CH3:14][O:13][C:11](=[O:12])[C:3]1[CH:4]=[C:5]([CH3:10])[CH:6]=[N:7][C:8]=1[Cl:15]. Procedure: 1-Cyano-4-(N,N-dimethylamino)-1-methoxycarbonyl-3-methyl-1,3-butadiene (33.6 g, 0.173 mol) prepared in a manner analogous to that described in Example 1(i) above was suspended in 1,2-dichloroethane (330 ml) and heated to 50° C. with stirring whereupon a steady stream of hydrogen chloride was passed through the mixture. After 21/4 hours, the clear solution was concentrated. The residue was dissolved in water and this solution was extracted with dichloromethane (3×100 ml). The pooled organic layer... Starting materials: BrC1=C(C=CC=C1)C=C(C(=O)OCC)C(=O)OCC (diethyl 2-(2-bromophenyl)methylenepropan-1,3-dioate), C#CCCCCCCCCCCC (1-tridecyne). Solvent: ClCCl (dichloromethane). Product: C(#CCCCCCCCCCCC)C1=C(C=CC=C1)C=C(C(=O)OCC)C(=O)OCC (Diethyl 2-[(1-tridecynyl)phenyl]methylenepropan-1,3-dioate). Isolated yield 62.9%. Reaction SMILES: Br[C:2]1[CH:7]=[CH:6][CH:5]=[CH:4][C:3]=1[CH:8]=[C:9]([C:15]([O:17][CH2:18][CH3:19])=[O:16])[C:10]([O:12][CH2:13][CH3:14])=[O:11].[CH:20]#[C:21][CH2:22][CH2:23][CH2:24][CH2:25][CH2:26][CH2:27][CH2:28][CH2:29][CH2:30][CH2:31][CH3:32]>ClCCl>[C:20]([C:2]1[CH:7]=[CH:6][CH:5]=[CH:4][C:3]=1[CH:8]=[C:9]([C:15]([O:17][CH2:18][CH3:19])=[O:16])[C:10]([O:12][CH2:13][CH3:14])=[O:11])#[C:21][CH2:22][CH2:23][CH2:24][CH2:25][CH2:26][CH2:27][CH2:28][CH2:29][CH2:30][CH2:31][CH3:32]. Procedure: Reaction of diethyl 2-(2-bromophenyl)methylenepropan-1,3-dioate (6.54 g, 20 mmole, from example 1) with 1-tridecyne (6.1 g, 34 mmole) as described in example 3 gave 5.37 g (63%) of the title compound after chromatography on silica gel eluting with dichloromethane: petroleum ether [bp 60°-80° C.] (1:1). It had, νmax (film) 1730, 2850, 2920 cm-1, δ(CDCl3) 0.84 (3H, distorted t, terminal CH3), 1.13-1.68 (24H, m, ester CH3 +alkylene chain), 2.42 (2H, t, J 6.3 Hz, ≡--CH2), 4.23 (2H, q, J 7.5 Hz, este... Reaction SMILES: [C:1]([CH3:2])(=[O:3])[c:4]1[c:5]([OH:28])[c:6]([CH2:25][CH2:26][CH3:27])[c:7]([O:8][CH2:9][CH2:10][CH2:11][O:12][c:13]2[c:14]([Br:22])[cH:15][c:16]([C:17](=[O:18])[OH:19])[cH:20][cH:21]2)[cH:23][cH:24]1.[CH3:29][C:30](=[O:31])[O:32][C:33](=[O:34])[CH3:35].[cH:36]1[cH:37][cH:38][n:39][cH:40][cH:41]1>>[C:1]([CH3:2])(=[O:3])[c:4]1[c:5]([O:28][C:30]([CH3:29])=[O:31])[c:6]([CH2:25][CH2:26][CH3:27])[c:7]([O:8][CH2:9][CH2:10][CH2:11][O:12][c:13]2[c:14]([Br:22])[cH:15][c:16]([C:17](=[O:18])[OH:19])[cH:20][cH:21]2)[cH:23][cH:24]1. Reactants: CCCc1c(OCCCOc2ccc(C(=O)O)cc2Br)ccc(C(C)=O)c1O, CC(=O)OC(C)=O, c1ccncc1. The product is CCCc1c(OCCCOc2ccc(C(=O)O)cc2Br)ccc(C(C)=O)c1OC(C)=O. Run at time 2 hour. Starting materials: C(=O)(C(F)(F)F)O (TFA), CS(=O)C1=CN(C2=CC(=CC=C12)C(=O)N1CCN(CC1)C(=O)OC(C)(C)C)C1=NC=C(C=N1)C1=CC=CC=C1 (tert-Butyl 4-(3-(methylsulfinyl)-1-(5-phenylpyrimidin-2-yl)-1H-indole-6-carbonyl)piperazine-1-carboxylate), C(O)([O-])=O.[Na+] (sodium hydrogen carbonate). Yields the product CS(=O)C1=CN(C2=CC(=CC=C12)C(=O)N1CCNCC1)C1=NC=C(C=N1)C1=CC=CC=C1 ((3-(Methylsulfinyl)-1-(5-phenylpyrimidin-2-yl)-1H-indol-6-yl)(piperazin-1-yl)methanone). RXN SMILES: C(O)(C(F)(F)F)=O.[CH3:8][S:9]([C:11]1[C:19]2[C:14](=[CH:15][C:16]([C:20]([N:22]3[CH2:27][CH2:26][N:25](C(OC(C)(C)C)=O)[CH2:24][CH2:23]3)=[O:21])=[CH:17][CH:18]=2)[N:13]([C:35]2[N:40]=[CH:39][C:38]([C:41]3[CH:46]=[CH:45][CH:44]=[CH:43][CH:42]=3)=[CH:37][N:36]=2)[CH:12]=1)=[O:10].C(=O)([O-])O.[Na+]>ClCCl.O>[CH3:8][S:9]([C:11]1[C:19]2[C:14](=[CH:15][C:16]([C:20]([N:22]3[CH2:27][CH2:26][NH:25][CH2:24][CH2:23]3)=[O:21])=[CH:17][CH:18]=2)[N:13]([C:35]2[N:36]=[CH:37][C:38]([C:41]3[CH:46]=[CH:45][CH:44]=[CH:43][CH:42]=3)=[CH:39][N:40]=2)[CH:12]=1)=[O:10] |f:2.3|. The solvent is O (water), ClCCl (dichloromethane). Procedure: TFA (0.5 mL) was added to compound 12d) (170 mg, 0.311 mmol) in dichloromethane (5 mL) at room temperature and the solution was stirred for 2 h. The reaction mixture was then diluted with water, adjusted to pH 8 via addition of saturated sodium hydrogen carbonate solution and extracted with dichloromethane. The combined organic layers were dried over sodium sulfate and evaporated. The remnant was purified by preparative TLC using a blend of 5% methanol in dichloromethane as eluent. White solid. ...